Dataset: the Open Reaction Database (ORD), a public repository of structured organic reaction records. Task: describe an organic reaction: reactants, conditions, products, and yield The reactants are CC(C)(C)C(=O)OCCl, CC#N, CCN(C(C)C)C(C)C, COc1cc(C(C)C)c2c(c1)S(=O)(=O)NC2=O. Product: COc1cc(C(C)C)c2c(c1)S(=O)(=O)N(COC(=O)C(C)(C)C)C2=O. RXN SMILES: [C:27]([C:28]([CH3:29])([CH3:30])[CH3:31])(=[O:32])[O:33][CH2:34][Cl:35].[CH3:36][C:37]#[N:38].[CH:18]([N:19]([CH:20]([CH3:21])[CH3:22])[CH2:23][CH3:24])([CH3:25])[CH3:26].[CH:1]([CH3:2])([CH3:3])[c:4]1[cH:5][c:6]([O:16][CH3:17])[cH:7][c:8]2[c:9]1[C:10](=[O:15])[NH:11][S:12]2(=[O:13])=[O:14]>>[CH:1]([CH3:2])([CH3:3])[c:4]1[cH:5][c:6]([O:16][CH3:17])[cH:7][c:8]2[c:9]1[C:10](=[O:15])[N:11]([CH2:34][O:33][C:27]([C:28]([CH3:29])([CH3:30])[CH3:31])=[O:32])[S:12]2(=[O:13])=[O:14].